This data is from the Open Reaction Database (ORD), a public repository of structured organic reaction records. The task is: describe an organic reaction: reactants, conditions, products, and yield Starting materials: CCOCC (ether), C1(CCCCC1)C1=CC=C(C=C1)O (4-cyclohexylphenol), [N+](=O)(O)[O-] (nitric acid). The solvent is O (water), O (water). The product is C1(CCCCC1)C1=CC(=C(C=C1)O)[N+](=O)[O-] (4-cyclohexyl-2-nitrophenol). As a reaction SMILES: CCOCC.[CH:6]1([C:12]2[CH:17]=[CH:16][C:15]([OH:18])=[CH:14][CH:13]=2)[CH2:11][CH2:10][CH2:9][CH2:8][CH2:7]1.[N+:19]([O-])([OH:21])=[O:20]>O>[CH:6]1([C:12]2[CH:13]=[CH:14][C:15]([OH:18])=[C:16]([N+:19]([O-:21])=[O:20])[CH:17]=2)[CH2:7][CH2:8][CH2:9][CH2:10][CH2:11]1. Procedure: To a stirred mixture of 50 ml of water, 50 ml of ether and 10.0 g of 4-cyclohexylphenol, was added dropwise 12.6 ml of 60% nitric acid while cooling with ice. The temperature of the mixture was raised to room temperature and the reaction was carried out for a day. After 500 ml of water was added, the reaction mixture was extracted with 500 ml of ethyl acetate, washed with water and a brine successively and dried with anhydrous sodium sulfate. The drying agent was filtered off and the solvent was... Reactants: N(=[N+]=[N-])C1([C@@H]2N(C(=C(CS2)COC(C)=O)C(=O)OC(C2=CC=CC=C2)C2=CC=CC=C2)C1=O)C(=O)NCCCCC(P(=O)(OOC)OOC)(P(=O)(OOC)OOC)O (benzhydryl 7-azido-7-{[5-hydroxy-5,5-bis(dimethoxyphosphono)-1-pentylamino]-carbonyl}-3-acetoxymethyl-3-cephem-4-carboxylate), FC(C(=O)O)(F)F (trifluoroacetic acid). Product: N(=[N+]=[N-])C1([C@@H]2N(C(=C(CS2)COC(C)=O)C(=O)O)C1=O)C(=O)NCCCCC(P(=O)(OOC)OOC)(P(=O)(OOC)OOC)O (7-azido-7-{[5-hydroxy-5,5-bis(dimethoxyphosphono)-1-pentylamino]-carbonyl}-3-acetoxymethyl-3-cephem-4-carboxylic acid). RXN SMILES: [N:1]([C:4]1([C:34]([NH:36][CH2:37][CH2:38][CH2:39][CH2:40][C:41]([OH:58])([P:50]([O:55][O:56][CH3:57])([O:52][O:53][CH3:54])=[O:51])[P:42]([O:47][O:48][CH3:49])([O:44][O:45][CH3:46])=[O:43])=[O:35])[C:32](=[O:33])[N:6]2[C:7]([C:16]([O:18]C(C3C=CC=CC=3)C3C=CC=CC=3)=[O:17])=[C:8]([CH2:11][O:12][C:13](=[O:15])[CH3:14])[CH2:9][S:10][C@H:5]12)=[N+:2]=[N-:3].FC(F)(F)C(O)=O>>[N:1]([C:4]1([C:34]([NH:36][CH2:37][CH2:38][CH2:39][CH2:40][C:41]([OH:58])([P:50]([O:55][O:56][CH3:57])([O:52][O:53][CH3:54])=[O:51])[P:42]([O:44][O:45][CH3:46])([O:47][O:48][CH3:49])=[O:43])=[O:35])[C:32](=[O:33])[N:6]2[C:7]([C:16]([OH:18])=[O:17])=[C:8]([CH2:11][O:12][C:13](=[O:15])[CH3:14])[CH2:9][S:10][C@H:5]12)=[N+:2]=[N-:3]. Reported procedure: Cleavage of benzhydryl 7-azido-7-{[5-hydroxy-5,5-bis(dimethoxyphosphono)-1-pentylamino]-carbonyl}-3-acetoxymethyl-3-cephem-4-carboxylate, prepared as described in Example 30, with trifluoroacetic acid gives 7-azido-7-{[5-hydroxy-5,5-bis(dimethoxyphosphono)-1-pentylamino]-carbonyl}-3-acetoxymethyl-3-cephem-4-carboxylic acid. RXN SMILES: [CH3:11][C:12](=[O:13])[O:14][C:15](=[O:16])[CH3:17].[CH3:18][CH2:19][O:20][C:21](=[O:22])[CH3:23].[N+:1](=[O:2])([O-:3])[CH:4]=[C:5]1[S:6][CH2:7][CH2:8][CH2:9][NH:10]1>>[N+:1](=[O:2])([O-:3])[C:4](=[C:5]1[S:6][CH2:7][CH2:8][CH2:9][NH:10]1)[C:12]([CH3:11])=[O:13]. Yields the product CC(=O)C(=C1NCCCS1)[N+](=O)[O-]. Starting materials: CC(=O)OC(C)=O, CCOC(C)=O, O=[N+]([O-])C=C1NCCCS1. Starting materials: CN (methylamine), C(C)(C)N(CC)C(C)C (Diisopropylethylamine), ClC(=O)OCC (ethyl chloroformate), C(C)(=O)SC(CC(=O)O)C(CC(C)C)C(=O)N[C@@H](CC1=CC=C(C=C1)OC)C(=O)NC (3-acetylmercapto-6-methyl-4-[[[1-(S)-[(methylamino)carbonyl]-2-(4-methoxyphenyl)ethyl]amino]carbonyl]heptanoic acid). Run in C1CCOC1 (THF), C1CCOC1 (THF). Reaction conditions: time 3 hour. Product: C(C)(=O)SC(C(C(=O)N[C@@H](CC1=CC=C(C=C1)OC)C(=O)NC)CC(C)C)CC(=O)NC (3-Acetylmercapto-N5 -methyl-N1 -[1-(S)-[(methylamino)carbonyl]-2-(4-methoxyphenyl)ethyl]-2-(2-methylpropyl)pentanediamide). As a reaction SMILES: [CH:1]([N:4](C(C)C)CC)(C)C.ClC(OCC)=O.[C:16]([S:19][CH:20]([CH:25]([C:30]([NH:32][C@H:33]([C:43]([NH:45][CH3:46])=[O:44])[CH2:34][C:35]1[CH:40]=[CH:39][C:38]([O:41][CH3:42])=[CH:37][CH:36]=1)=[O:31])[CH2:26][CH:27]([CH3:29])[CH3:28])[CH2:21][C:22]([OH:24])=O)(=[O:18])[CH3:17].CN>C1COCC1>[C:16]([S:19][CH:20]([CH2:21][C:22]([NH:4][CH3:1])=[O:24])[CH:25]([CH2:26][CH:27]([CH3:28])[CH3:29])[C:30]([NH:32][C@H:33]([C:43]([NH:45][CH3:46])=[O:44])[CH2:34][C:35]1[CH:40]=[CH:39][C:38]([O:41][CH3:42])=[CH:37][CH:36]=1)=[O:31])(=[O:18])[CH3:17]. Procedure details: Diisopropylethylamine (0.13 ml, 0.7 mmol) and ethyl chloroformate (0.07 ml, 0.7 mmol) were added to a solution of 3-acetylmercapto-6-methyl-4-[[[1-(S)-[(methylamino)carbonyl]-2-(4-methoxyphenyl)ethyl]amino]carbonyl]heptanoic acid (E5, Isomer A; 300 mg, 0.66 mmol) in dry THF (10 ml), at -20° C. After 15 min a solution of methylamine (20 mg) in THF (0.8 ml) was added dropwise and the mixture was stirred in an ice bath for 3 h. The solvent was evaporated in vacuo, and a solution of the residue in d... Starting materials: CCOC(=O)CCC(C)=O, O=C([O-])O, Cc1ccccc1, [Na+], O, OCCO, Cc1ccc(S(=O)(=O)O)cc1. Product: CCOC(=O)CCC1(C)OCCO1. Reaction SMILES: [C:16]([CH2:17][CH2:18][C:19](=[O:20])[CH3:21])(=[O:22])[O:23][CH2:24][CH3:25].[C:26](=[O:27])([OH:28])[O-:29].[CH3:32][c:33]1[cH:34][cH:35][cH:36][cH:37][cH:38]1.[Na+:30].[OH2:31].[OH:1][CH2:2][CH2:3][OH:4].[c:5]1([CH3:6])[cH:7][cH:8][c:9]([S:10]([OH:11])(=[O:12])=[O:13])[cH:14][cH:15]1>>[O:1]1[CH2:2][CH2:3][O:4][C:19]1([CH2:18][CH2:17][C:16](=[O:22])[O:23][CH2:24][CH3:25])[CH3:21]. Starting materials: C1(CCCCC1)N=C=NC1CCCCC1 (N,N'-dicyclohexylcarbodiimide), CON=C(C(=O)O)C=1N=C(SC1)NC(C1=CC=CC=C1)(C1=CC=CC=C1)C1=CC=CC=C1 (2-methoxyimino-2-(2-tritylaminothiazol-4-yl)-acetic acid), 4-N,N-dimethylaminopyridine, NC1C2S(CC(=C(N2C1=O)C(=O)OC(C1=CC=CC=C1)C1=CC=CC=C1)C1=CN=C(S1)C1=CC=NC=C1)=O (7-amino-2-benzhydryloxycarbonyl-8-oxo-3-[2-(pyridin-4-yl)-thiazol-5-yl]-5-thia-1-azabicyclo[4.2.0]oct-2-ene 5-oxide). The yield is 7.5%. Product: C(C1=CC=CC=C1)(C1=CC=CC=C1)OC(=O)C=1N2C(C(C2S(CC1C1=CN=C(S1)C1=CC=NC=C1)=O)NC(C(C=1N=C(SC1)NC(C1=CC=CC=C1)(C1=CC=CC=C1)C1=CC=CC=C1)=NOC)=O)=O (2-benzhydryloxycarbonyl-7-[2-methoxyimino-2-(2-tritylaminothiazol-4-yl)acetamido]-8-oxo-3-[2-(pyridin-4-yl)-thiazol-5-yl]-5-thia1-azabicyclo[4.2.0]oct-2-ene 5-oxide). The solvent is C(Cl)Cl (methylene chloride), C(Cl)Cl (methylene chloride). RXN SMILES: [CH3:1][O:2][N:3]=[C:4]([C:8]1[N:9]=[C:10]([NH:13][C:14]([C:27]2[CH:32]=[CH:31][CH:30]=[CH:29][CH:28]=2)([C:21]2[CH:26]=[CH:25][CH:24]=[CH:23][CH:22]=2)[C:15]2[CH:20]=[CH:19][CH:18]=[CH:17][CH:16]=2)[S:11][CH:12]=1)[C:5](O)=[O:6].[NH2:33][CH:34]1[C:41](=[O:42])[N:40]2[CH:35]1[S:36](=[O:70])[CH2:37][C:38]([C:59]1[S:63][C:62]([C:64]3[CH:69]=[CH:68][N:67]=[CH:66][CH:65]=3)=[N:61][CH:60]=1)=[C:39]2[C:43]([O:45][CH:46]([C:53]1[CH:58]=[CH:57][CH:56]=[CH:55][CH:54]=1)[C:47]1[CH:52]=[CH:51][CH:50]=[CH:49][CH:48]=1)=[O:44].C1(N=C=NC2CCCCC2)CCCCC1>C(Cl)Cl>[CH:46]([O:45][C:43]([C:39]1[N:40]2[CH:35]([S:36](=[O:70])[CH2:37][C:38]=1[C:59]1[S:63][C:62]([C:64]3[CH:65]=[CH:66][N:67]=[CH:68][CH:69]=3)=[N:61][CH:60]=1)[CH:34]([NH:33][C:5](=[O:6])[C:4](=[N:3][O:2][CH3:1])[C:8]1[N:9]=[C:10]([NH:13][C:14]([C:21]3[CH:22]=[CH:23][CH:24]=[CH:25][CH:26]=3)([C:27]3[CH:32]=[CH:31][CH:30]=[CH:29][CH:28]=3)[C:15]3[CH:16]=[CH:17][CH:18]=[CH:19][CH:20]=3)[S:11][CH:12]=1)[C:41]2=[O:42])=[O:44])([C:53]1[CH:54]=[CH:55][CH:56]=[CH:57][CH:58]=1)[C:47]1[CH:52]=[CH:51][CH:50]=[CH:49][CH:48]=1. Procedure: The syn isomer of 2-methoxyimino-2-(2-tritylaminothiazol-4-yl)-acetic acid (12.4 g) and 4-N,N-dimethylaminopyridine (0.05 g) are added to a solution of 7-amino-2-benzhydryloxycarbonyl-8-oxo-3-[2-(pyridin-4-yl)-thiazol-5-yl]-5-thia-1-azabicyclo[4.2.0]oct-2-ene 5-oxide (15 g) in dry methylene chloride (100 cc), and a solution of N,N'-dicyclohexylcarbodiimide (6.93 g) in methylene chloride (120 cc) is then added (in the course of 30 minutes) after cooling to +5° C. The reaction mixture is then stir... Conditions: time 1 hour.